From a dataset of the Open Reaction Database (ORD), a public repository of structured organic reaction records. describe an organic reaction: reactants, conditions, products, and yield The reactants are Fc1ccc(CBr)cc1, O=C([O-])[O-], CN(C)C=O, CCOC(C)=O, CCCc1c(Cc2ccc(-c3ccccc3C#N)cc2)c(=O)[nH]c2nc(C3CC3)nn12, [K+], [K+]. Product: CCCc1c(Cc2ccc(-c3ccccc3C#N)cc2)c(=O)n(Cc2ccc(F)cc2)c2nc(C3CC3)nn12. As a reaction SMILES: [Br:32][CH2:33][c:34]1[cH:35][cH:36][c:37]([F:40])[cH:38][cH:39]1.[C:41](=[O:42])([O-:43])[O-:44].[CH3:47][N:48]([CH3:49])[CH:50]=[O:51].[CH3:52][CH2:53][O:54][C:55](=[O:56])[CH3:57].[CH:1]1([c:4]2[n:5][n:6]3[c:7]([nH:8][c:9](=[O:30])[c:10]([CH2:15][c:16]4[cH:17][cH:18][c:19](-[c:22]5[c:23]([C:28]#[N:29])[cH:24][cH:25][cH:26][cH:27]5)[cH:20][cH:21]4)[c:11]3[CH2:12][CH2:13][CH3:14])[n:31]2)[CH2:2][CH2:3]1.[K+:45].[K+:46]>>[CH:1]1([c:4]2[n:5][n:6]3[c:7]([n:8]([CH2:33][c:34]4[cH:35][cH:36][c:37]([F:40])[cH:38][cH:39]4)[c:9](=[O:30])[c:10]([CH2:15][c:16]4[cH:17][cH:18][c:19](-[c:22]5[c:23]([C:28]#[N:29])[cH:24][cH:25][cH:26][cH:27]5)[cH:20][cH:21]4)[c:11]3[CH2:12][CH2:13][CH3:14])[n:31]2)[CH2:2][CH2:3]1. Reactants: [OH-].[Na+] (NaOH), CC1=CC(=NC=C1)NCCCOC=1C=CC2=C(CC3=C(C(C2)CC(=O)OCC)C=CC=C3)C1 (ethyl (±)-10,11-dihydro-3-[3-(4-methyl-2-pyridylamino)-1-propyloxy]-5H-dibenzo[a,d]cycloheptene-10-acetate). The solvent is CCO (EtOH). Product: CC1=CC(=NC=C1)NCCCOC=1C=CC2=C(CC3=C(C(C2)CC(=O)O)C=CC=C3)C1 ((±)-10,11-Dihydro-3-[3-(4-methyl-2-pyridylamino)-1-propyloxy]-5H-dibenzo[a,d]cycloheptene-10-acetic Acid). As a reaction SMILES: [OH-].[Na+].[CH3:3][C:4]1[CH:9]=[CH:8][N:7]=[C:6]([NH:10][CH2:11][CH2:12][CH2:13][O:14][C:15]2[CH:16]=[CH:17][C:18]3[CH2:24][CH:23]([CH2:25][C:26]([O:28]CC)=[O:27])[C:22]4[CH:31]=[CH:32][CH:33]=[CH:34][C:21]=4[CH2:20][C:19]=3[CH:35]=2)[CH:5]=1>CCO>[CH3:3][C:4]1[CH:9]=[CH:8][N:7]=[C:6]([NH:10][CH2:11][CH2:12][CH2:13][O:14][C:15]2[CH:16]=[CH:17][C:18]3[CH2:24][CH:23]([CH2:25][C:26]([OH:28])=[O:27])[C:22]4[CH:31]=[CH:32][CH:33]=[CH:34][C:21]=4[CH2:20][C:19]=3[CH:35]=2)[CH:5]=1 |f:0.1|. Procedure details: 1.0 N NaOH (0.144 mL, 0.144 mmole) was added to a solution of ethyl (±)-10,11-dihydro-3-[3-(4-methyl-2-pyridylamino)-1-propyloxy]-5H-dibenzo[a,d]cycloheptene-10-acetate (35 mg, 0.08 mmole) in EtOH(5 mL) at RT. The mixture was warmed overnight in an oil bath set at 32° C., then was concentrated. The residue was dissolved in H2O (3 mL), and the solution was acidified with 20% TFA. ODS chromatography (5-10% CH3CN/H2O containing 0.1% TFA) followed by concentration and lyophilization gave the title c... Reactants: C1CCNCC1, NC(=O)c1ccccc1O, CC(=O)COc1ccc([N+](=O)[O-])cc1, O, c1ccccc1. Yields the product CC1(COc2ccc([N+](=O)[O-])cc2)NC(=O)c2ccccc2O1. As a reaction SMILES: [CH2:25]1[CH2:26][CH2:27][NH:28][CH2:29][CH2:30]1.[NH2:1][C:2](=[O:3])[c:4]1[cH:5][cH:6][cH:7][cH:8][c:9]1[OH:10].[O:11]=[C:12]([CH2:13][O:14][c:15]1[cH:16][cH:17][c:18]([N+:21](=[O:22])[O-:23])[cH:19][cH:20]1)[CH3:24].[OH2:31].[cH:32]1[cH:33][cH:34][cH:35][cH:36][cH:37]1>>[NH:1]1[C:2](=[O:3])[c:4]2[cH:5][cH:6][cH:7][cH:8][c:9]2[O:10][C:12]1([CH2:13][O:14][c:15]1[cH:16][cH:17][c:18]([N+:21](=[O:22])[O-:23])[cH:19][cH:20]1)[CH3:24]. Starting materials: CO, CC12CCC3C(CC=C4CC(OC(=O)C(F)(F)F)CCC43C)C1=CCC2=O, [Na+], C1CCOC1, [OH-], O. The product is CC12CCC3C(CC=C4CC(O)CCC43C)C1=CCC2=O. RXN SMILES: [CH3:35][OH:36].[F:1][C:2]([F:3])([F:4])[C:26]([O:5][CH:6]1[CH2:7][C:8]2=[CH:9][CH2:10][CH:11]3[C:12]4=[CH:13][CH2:14][C:15](=[O:25])[C:16]4([CH3:17])[CH2:18][CH2:19][CH:20]3[C:21]2([CH3:24])[CH2:22][CH2:23]1)=[O:27].[Na+:29].[O:30]1[CH2:31][CH2:32][CH2:33][CH2:34]1.[OH-:28].[OH2:37]>>[OH:5][CH:6]1[CH2:7][C:8]2=[CH:9][CH2:10][CH:11]3[C:12]4=[CH:13][CH2:14][C:15](=[O:25])[C:16]4([CH3:17])[CH2:18][CH2:19][CH:20]3[C:21]2([CH3:24])[CH2:22][CH2:23]1.